This data is from the Open Reaction Database (ORD), a public repository of structured organic reaction records. The task is: describe an organic reaction: reactants, conditions, products, and yield Reactants: [Br-], Clc1ccc2ncc(Br)n2n1, CC[Mg+], C1CCOC1, Cn1ncc2cc(C=O)ccc21. Yields the product Cn1ncc2cc(C(O)c3cnc4ccc(Cl)nn34)ccc21. RXN SMILES: [Br-:12].[Br:1][c:2]1[cH:3][n:4][c:5]2[n:6]1[n:7][c:8]([Cl:11])[cH:9][cH:10]2.[CH2:13]([Mg+:14])[CH3:15].[CH2:28]1[O:29][CH2:30][CH2:31][CH2:32]1.[CH3:16][n:17]1[n:18][cH:19][c:20]2[cH:21][c:22]([CH:26]=[O:27])[cH:23][cH:24][c:25]12>>[c:2]1([CH:26]([c:22]2[cH:21][c:20]3[cH:19][n:18][n:17]([CH3:16])[c:25]3[cH:24][cH:23]2)[OH:27])[cH:3][n:4][c:5]2[n:6]1[n:7][c:8]([Cl:11])[cH:9][cH:10]2. The product is CC1(CC[C@@H]([C@@]2([C@@H]1C[C@H]([C@]34[C@H]2CC[C@H]([C@H]3O)C(=C)C4=O)O)CO)O)C (kamebakaurin). Starting materials: 3-A, CC1(CC[C@@H]([C@]23[C@@H]1C[C@@H]([C@]45[C@H]2CC[C@H]([C@H]4O)C(=C)C5=O)OC3OC)O)C (Kamebacetal A), Formula 2, 3-B, 3-C. The solvent is CCCCCC.C(C)OC(C)=O (hexane ethylacetate). Procedure details: The third fraction obtained by the first silica gel column chromatography was loaded on the third silica gel column chromatography, and four fractions, 3-A, 3-B, 3-C and 3-D, were obtained by elution with hexane-ethylacetate step gradient system. Kamebacetal A represented by Chemical Formula 2 was isolated from the 3-B fraction, and kamebakaurin represented by Chemical Formula 3 was isolated from the 3-C fraction. As a reaction SMILES: [CH3:1][C:2]1([CH3:26])[C@H:7]2[CH2:8][C@@H:9]3[O:21][CH:22]([O:23]C)[C@@:6]2([C@@H:11]2[CH2:12][CH2:13][C@H:14]4[C:17]([C:19](=[O:20])[C@@:10]32[C@@H:15]4[OH:16])=[CH2:18])[C@@H:5]([OH:25])[CH2:4][CH2:3]1>CCCCCC.C(OC(=O)C)C>[CH3:1][C:2]1([CH3:26])[C@H:7]2[CH2:8][C@@H:9]([OH:21])[C@@:10]34[C:19](=[O:20])[C:17](=[CH2:18])[C@@H:14]([C@H:15]3[OH:16])[CH2:13][CH2:12][C@H:11]4[C@:6]2([CH2:22][OH:23])[C@@H:5]([OH:25])[CH2:4][CH2:3]1 |f:1.2|.